Dataset: the Open Reaction Database (ORD), a public repository of structured organic reaction records. Task: describe an organic reaction: reactants, conditions, products, and yield Starting materials: NC1=C(C=C(C(=C1)F)Cl)S(=O)(=O)N (2-amino-5-chloro-4-fluorobenzenesulfonamide), ClC1=CC=C(C=C1)/C=C/S(=O)(=O)Cl ((E)-2-(4-chlorophenyl)ethenesulfonyl chloride). Product: ClC=1C(=CC(=C(C1)S(=O)(=O)N)NS(=O)(=O)\C=C\C1=CC=C(C=C1)Cl)F ((E)-5-Chloro-2-(2-(4-chlorophenyl)vinylsulfonamido)-4-fluorobenzene sulfonamide). The yield is 61.0%. As a reaction SMILES: [NH2:1][C:2]1[CH:7]=[C:6]([F:8])[C:5]([Cl:9])=[CH:4][C:3]=1[S:10]([NH2:13])(=[O:12])=[O:11].[Cl:14][C:15]1[CH:20]=[CH:19][C:18](/[CH:21]=[CH:22]/[S:23](Cl)(=[O:25])=[O:24])=[CH:17][CH:16]=1>>[Cl:9][C:5]1[C:6]([F:8])=[CH:7][C:2]([NH:1][S:23](/[CH:22]=[CH:21]/[C:18]2[CH:19]=[CH:20][C:15]([Cl:14])=[CH:16][CH:17]=2)(=[O:24])=[O:25])=[C:3]([S:10]([NH2:13])(=[O:12])=[O:11])[CH:4]=1. Procedure: The title compound was synthesized as described for 226 a) in 61% yield, starting from 2-amino-5-chloro-4-fluorobenzenesulfonamide and (E)-2-(4-chlorophenyl)ethenesulfonyl chloride. Starting materials: BrCCC1=CC2=CC=CC=C2C=C1 (2-(2-bromoethyl)naphthalene), S(O)(O)(=O)=O (sulfuric acid). Conditions: temperature 0 celsius, time 30 hour. The product is BrCCC1=C(C2=CC=CC=C2C=C1)S(=O)(=O)O (2-(2-bromoethyl)naphthalenesulfonic acid). As a reaction SMILES: [Br:1][CH2:2][CH2:3][C:4]1[CH:13]=[CH:12][C:11]2[C:6](=[CH:7][CH:8]=[CH:9][CH:10]=2)[CH:5]=1.[S:14](=O)(=[O:17])([OH:16])[OH:15]>>[Br:1][CH2:2][CH2:3][C:4]1[CH:13]=[CH:12][C:11]2[C:6](=[CH:7][CH:8]=[CH:9][CH:10]=2)[C:5]=1[S:14]([OH:17])(=[O:16])=[O:15]. Procedure: 2-(2-bromoethyl)naphthalene (120 g) was stirred in an ice bath while fuming sulfuric acid (50 g) was slowly added dropwise. After the dropwise addition, the mixture was stirred at 0° C. for 30 hours, whereby 2-(2-bromoethyl)naphthalenesulfonic acid and a plurality of isomers were obtained, and then separated and purified.